Dataset: the Open Reaction Database (ORD), a public repository of structured organic reaction records. Task: describe an organic reaction: reactants, conditions, products, and yield The reactants are CCN(C(C)C)C(C)C, C1COCCO1, CCOC(C)=O, Cl, CCOC(=O)C1=C(O)c2cc(F)c(F)cc2C(C)(C)C1=O, CC(C)(C)OC(=O)CN. Yields the product CC(C)(C)OC(=O)CNC(=O)C1=C(O)c2cc(F)c(F)cc2C(C)(C)C1=O. Reaction SMILES: [CH2:22]([N:23]([CH:24]([CH3:25])[CH3:26])[CH:27]([CH3:28])[CH3:29])[CH3:30].[CH2:41]1[O:42][CH2:43][CH2:44][O:45][CH2:46]1.[CH3:47][CH2:48][O:49][C:50]([CH3:51])=[O:52].[ClH:31].[F:1][c:2]1[cH:3][c:4]2[c:9]([cH:10][c:11]1[F:12])[C:8]([CH3:13])([CH3:14])[C:7](=[O:15])[C:6]([C:16](=[O:17])[O:18][CH2:19][CH3:20])=[C:5]2[OH:21].[NH2:32][CH2:33][C:34](=[O:35])[O:36][C:37]([CH3:38])([CH3:39])[CH3:40]>>[F:1][c:2]1[cH:3][c:4]2[c:9]([cH:10][c:11]1[F:12])[C:8]([CH3:13])([CH3:14])[C:7](=[O:15])[C:6]([C:16](=[O:17])[NH:32][CH2:33][C:34](=[O:35])[O:36][C:37]([CH3:38])([CH3:39])[CH3:40])=[C:5]2[OH:21].